This data is from the Open Reaction Database (ORD), a public repository of structured organic reaction records. The task is: describe an organic reaction: reactants, conditions, products, and yield The reactants are BrCC1=C(C(N=C(N1)C=1N=CSC1)C1=C(C=C(C=C1)Cl)Cl)C(=O)OCC (Ethyl 6-(bromomethyl)-4-(2,4-dichlorophenyl)-2-(thiazol-4-yl)-1,4-dihydropyrimidine-5-carboxylate), Cl.N1CC(OCC1)CCC(=O)O (3-(morpholin-2-yl)propanoic acid hydrochloride). The product is ClC1=C(C=CC(=C1)Cl)C1C(=C(NC(=N1)C=1N=CSC1)CN1CC(OCC1)CCC(=O)O)C(=O)OCC (3-(4-((6-(2,4-dichlorophenyl)-5-(ethoxycarbonyl)-2-(thiazol-4-yl)-3,6-dihydropyrimidin-4-yl)methyl)morpholin-2-yl)propanoic acid). Yield: 44.9%. RXN SMILES: Br[CH2:2][C:3]1[NH:8][C:7]([C:9]2[N:10]=[CH:11][S:12][CH:13]=2)=[N:6][CH:5]([C:14]2[CH:19]=[CH:18][C:17]([Cl:20])=[CH:16][C:15]=2[Cl:21])[C:4]=1[C:22]([O:24][CH2:25][CH3:26])=[O:23].Cl.[NH:28]1[CH2:33][CH2:32][O:31][CH:30]([CH2:34][CH2:35][C:36]([OH:38])=[O:37])[CH2:29]1>>[Cl:21][C:15]1[CH:16]=[C:17]([Cl:20])[CH:18]=[CH:19][C:14]=1[CH:5]1[N:6]=[C:7]([C:9]2[N:10]=[CH:11][S:12][CH:13]=2)[NH:8][C:3]([CH2:2][N:28]2[CH2:33][CH2:32][O:31][CH:30]([CH2:34][CH2:35][C:36]([OH:38])=[O:37])[CH2:29]2)=[C:4]1[C:22]([O:24][CH2:25][CH3:26])=[O:23] |f:1.2|. Procedure: Ethyl 6-(bromomethyl)-4-(2,4-dichlorophenyl)-2-(thiazol-4-yl)-1,4-dihydropyrimidine-5-carboxylate (0.73 g, 1.53 mmol) was reacted with 3-(morpholin-2-yl)propanoic acid hydrochloride (0.3 g, 1.53 mmol) according to the procedure as described in Example 28 to give the title compound as a yellow solid (0.38 g, 45%). The compound was characterized by the following spectroscopic data: The reactants are N(=NC(=O)OC(C)C)C(=O)OC(C)C (diisopropyl azodicarboxylate), CC1=C(C(=CC(=C1)O[C@H]1COCC1)C)C1=CC(=CC=C1)CO ((R)-(2′, 6′-dimethyl-4′-((tetrahydrofuran-3-yl)oxy)biphenyl-3-yl)methanol), OC1=CC2=C([C@@H](CO2)CC(=O)OC)C=C1 (methyl (S)-2-(6-hydroxyl-2,3-dihydrobenzofuran-3-yl)acetate), C1(=CC=CC=C1)P(C1=CC=CC=C1)C1=CC=CC=C1 (triphenylphosphine). Run in ClCCl (dichloromethane). Run at temperature 0 celsius, time 12 hour. Yields the product CC1=C(C(=CC(=C1)O[C@H]1COCC1)C)C1=CC(=CC=C1)COC1=CC2=C([C@@H](CO2)CC(=O)OC)C=C1 (methyl 2-((S)-6-((2′,6′-dimethyl-4′-(((R)-tetrahydrofuran-3-yl)oxy)biphenyl-3-yl)methoxy)-2,3-dihydrobenzofuran-3-yl)acetate). The yield is 85.7%. RXN SMILES: [CH3:1][C:2]1[CH:7]=[C:6]([O:8][C@@H:9]2[CH2:13][CH2:12][O:11][CH2:10]2)[CH:5]=[C:4]([CH3:14])[C:3]=1[C:15]1[CH:20]=[CH:19][CH:18]=[C:17]([CH2:21][OH:22])[CH:16]=1.O[C:24]1[CH:37]=[CH:36][C:27]2[C@H:28]([CH2:31][C:32]([O:34][CH3:35])=[O:33])[CH2:29][O:30][C:26]=2[CH:25]=1.C1(P(C2C=CC=CC=2)C2C=CC=CC=2)C=CC=CC=1.N(C(OC(C)C)=O)=NC(OC(C)C)=O>ClCCl>[CH3:1][C:2]1[CH:7]=[C:6]([O:8][C@@H:9]2[CH2:13][CH2:12][O:11][CH2:10]2)[CH:5]=[C:4]([CH3:14])[C:3]=1[C:15]1[CH:20]=[CH:19][CH:18]=[C:17]([CH2:21][O:22][C:24]2[CH:37]=[CH:36][C:27]3[C@H:28]([CH2:31][C:32]([O:34][CH3:35])=[O:33])[CH2:29][O:30][C:26]=3[CH:25]=2)[CH:16]=1. Reported procedure: (R)-(2′,6′-Dimethyl-4′-((tetrahydrofuran-3-yl)oxy)biphenyl-3-yl)methanol 2c (143 mg, 0.48 mmol), methyl (S)-2-(6-hydroxyl-2,3-dihydrobenzofuran-3-yl)acetate (100 mg, 0.48 mmol) and triphenylphosphine (189 mg, 0.72 mmol) were dissolved in 20 mL of dichloromethane. The reaction solution was cooled down to 0° C., followed by addition of diisopropyl azodicarboxylate (146 mg, 0.72 mmol). The reaction solution was warmed up to room temperature and stirred for 12 hours. The resulting solution was conce... Reactants: C(C)(C)NC(C)C (diisopropylamine), C(CCC)[Li] (n-butyllithium), C(C)(C)(C)OC(COC1=C(C(=CC=C1)CO)C)=O ((3-hydroxymethyl-2-methylphenoxy)acetic acid te/t-butyl ester), C(C)(C)[N-]C(C)C.[Li+] (lithium diisopropylamide), C1(=CC=CC=C1)N(C(=O)Cl)C1=CC=CC=C1 (diphenylcarbamyl chloride). Solvent: O1CCCC1 (tetrahydrofuran), O1CCCC1 (tetrahydrofuran), O1CCCC1 (tetrahydrofuran). Run at temperature -50 celsius, time 10 minute. Product: C(C)(C)(C)OC(COC1=C(C(=CC=C1)COC(N(C1=CC=CC=C1)C1=CC=CC=C1)=O)C)=O ({3-[(diphenylcarbamoyloxy)-methyl]-2-methylphenoxy}acetic acid tert-butyl ester). Isolated yield 73.1%. RXN SMILES: [C:1]([O:5][C:6](=[O:18])[CH2:7][O:8][C:9]1[CH:14]=[CH:13][CH:12]=[C:11]([CH2:15][OH:16])[C:10]=1[CH3:17])([CH3:4])([CH3:3])[CH3:2].C([N-]C(C)C)(C)C.[Li+].C(NC(C)C)(C)C.C([Li])CCC.[C:39]1([N:45]([C:49]2[CH:54]=[CH:53][CH:52]=[CH:51][CH:50]=2)[C:46](Cl)=[O:47])[CH:44]=[CH:43][CH:42]=[CH:41][CH:40]=1>O1CCCC1>[C:1]([O:5][C:6](=[O:18])[CH2:7][O:8][C:9]1[CH:14]=[CH:13][CH:12]=[C:11]([CH2:15][O:16][C:46](=[O:47])[N:45]([C:49]2[CH:50]=[CH:51][CH:52]=[CH:53][CH:54]=2)[C:39]2[CH:44]=[CH:43][CH:42]=[CH:41][CH:40]=2)[C:10]=1[CH3:17])([CH3:4])([CH3:3])[CH3:2] |f:1.2|. Reported procedure: A solution of (3-hydroxymethyl-2-methylphenoxy)acetic acid te/t-butyl ester (80.1 g, 318 mmol) dissolved in tetrahydrofuran (400 mL) was cooled to −50° C. and treated with lithium diisopropylamide (325 mmol) freshly prepared from diisopropylamine (49 mL) and 2.5M n-butyllithium (130 mL) in tetrahydrofuran (100 mL). After about 10 minutes at −50° C., a solution of diphenylcarbamyl chloride (80.8 g, 350 mmol) dissolved in tetrahydrofuran (100 mL) was added. The entire reaction mixture was stirred ... The reactants are O=C(CCS(=O)(=O)CCC(=O)OC)C (Methyl 3-[(3-oxobutyl)sulfonyl]propanoate), C[O-].[Na+] (sodium methoxide), solution. Run in C1CCOC1 (THF), CO (MeOH), CO (MeOH). Run at time 1 hour. Product: COC(CCS(=O)(=O)[O-])=O.[Na+] (Sodium 3-methoxy-3-oxopropane-1-sulfonate). Isolated yield 98.0%. RXN SMILES: O=C(C)CC[S:5]([CH2:8][CH2:9][C:10]([O:12][CH3:13])=[O:11])(=[O:7])=[O:6].C[O-:16].[Na+:17]>C1COCC1.CO>[CH3:13][O:12][C:10](=[O:11])[CH2:9][CH2:8][S:5]([O-:16])(=[O:7])=[O:6].[Na+:17] |f:1.2,5.6|. Procedure: To a suspension of 12 (141 g, 636 mmol) in THF (1.2 L) and MeOH (700 ml) in an ice bath was added slowly sodium methoxide (144 ml of a 25% solution in MeOH, 1.05 equiv). At the end of the addition, the bath was removed and the mixture stirred at r.t. for 1 h. The solvents were than evaporated and the remaining solid was triturated in ether containing a small amount of EtOAc. The slightly hygroscopic white solid was filtered and dried under high vacuum o.n. to yield 108.7 g (98%) of 13. Reactants: NC=1NC2=C(N1)C(=CC(=C2)C(F)(F)F)C(F)(F)F (2-amino-5,7-bis-trifluoromethylbenzimidazole), ClCSC1=C(C=C(C=C1)F)Br (2-bromo-4-fluorophenyl chloromethyl sulfide). Yields the product [Cl-].NC1=[N+](C2=C(N1CSC1=C(C=C(C=C1)F)Br)C(=CC(=C2)C(F)(F)F)C(F)(F)F)CSC2=C(C=C(C=C2)F)Br (2-Amino-5,7-bis-trifluoromethyl-1,3-bis[(2-bromo-4-fluorophenylthio)methyl]-1H-benzimidazol-3-ium chloride). As a reaction SMILES: [NH2:1][C:2]1[NH:3][C:4]2[CH:10]=[C:9]([C:11]([F:14])([F:13])[F:12])[CH:8]=[C:7]([C:15]([F:18])([F:17])[F:16])[C:5]=2[N:6]=1.[Cl:19][CH2:20][S:21][C:22]1[CH:27]=[CH:26][C:25]([F:28])=[CH:24][C:23]=1[Br:29]>>[Cl-:19].[NH2:1][C:2]1[N:6]([CH2:20][S:21][C:22]2[CH:27]=[CH:26][C:25]([F:28])=[CH:24][C:23]=2[Br:29])[C:5]2[C:7]([C:15]([F:18])([F:16])[F:17])=[CH:8][C:9]([C:11]([F:12])([F:13])[F:14])=[CH:10][C:4]=2[N+:3]=1[CH2:20][S:21][C:22]1[CH:27]=[CH:26][C:25]([F:28])=[CH:24][C:23]=1[Br:29] |f:2.3|. Procedure details: Following the procedure of Example 2 and replacing 2-aminobenzimidazole with 2-amino-5,7-bis-trifluoromethylbenzimidazole and replacing 2-bromo-4-chlorophenyl chloromethyl ether with 2-bromo-4-fluorophenyl chloromethyl sulfide, the title compound is obtained. Starting materials: CC(=O)C(C)Br, O=C([O-])[O-], [I-], [K+], [K+], CN(C)CCNC(=O)c1cc(Cl)c(N)cc1O, [Na+], CN(C)C=O. Yields the product CC(=O)C(C)Oc1cc(N)c(Cl)cc1C(=O)NCCN(C)C. RXN SMILES: [Br:26][CH:27]([C:28]([CH3:29])=[O:30])[CH3:31].[C:18](=[O:19])([O-:20])[O-:21].[I-:25].[K+:22].[K+:23].[NH2:1][c:2]1[cH:3][c:4]([OH:17])[c:5]([C:6](=[O:7])[NH:8][CH2:9][CH2:10][N:11]([CH3:12])[CH3:13])[cH:14][c:15]1[Cl:16].[Na+:24].[O:32]=[CH:33][N:34]([CH3:35])[CH3:36]>>[NH2:1][c:2]1[cH:3][c:4]([O:17][CH:27]([C:28]([CH3:29])=[O:30])[CH3:31])[c:5]([C:6](=[O:7])[NH:8][CH2:9][CH2:10][N:11]([CH3:12])[CH3:13])[cH:14][c:15]1[Cl:16]. Reactants: CN[C@@H](CS)C(=O)O (N-methylcysteine), CSS(=O)(=O)C (methyl methanethiol sulfonate). Solvent: O (H2O), C(C)O (ethanol), O (H2O). Run at time 2 hour. The product is CSSN([C@@H](CS)C(=O)O)C (Methyldithio-N-Methylcysteine). The yield is 60.0%. RXN SMILES: [CH3:1][NH:2][C@H:3]([C:6]([OH:8])=[O:7])[CH2:4][SH:5].[CH3:9][S:10][S:11](C)(=O)=O>O.C(O)C>[CH3:9][S:10][S:11][N:2]([CH3:1])[C@H:3]([C:6]([OH:8])=[O:7])[CH2:4][SH:5]. Procedure details: A solution of N-methylcysteine (Undhein, K., & Eidem, A., 23 Acta Chem. Scandinavica 3129-3133 (1970) (1.5 g, 11.1 mmol) in H2O (20 ml) was stirred at room temperature, under an atmosphere of argon, and treated with a solution of methyl methanethiol sulfonate (3.0 ml, 29.2 mmol) in ethanol (10 ml). The reaction mixture was stirred at this temperature for two hours and then diluted with H2O (100 ml) and washed with ether (4×40 ml). The aqueous layer was acidified to pH 2 and passed through an Amb... The product is N#Cc1ccc(Oc2c(Cl)ccc(CBr)c2F)c(F)c1. Reactants: ClC(Cl)(Cl)Cl, Cc1ccc(Cl)c(Oc2ccc(C#N)cc2F)c1F, CC(C)(C#N)N=NC(C)(C)C#N, O=C1CCC(=O)N1Br. As a reaction SMILES: [C:40]([Cl:41])([Cl:42])([Cl:43])[Cl:44].[Cl:1][c:2]1[cH:3][cH:4][c:5]([CH3:19])[c:6]([F:18])[c:7]1[O:8][c:9]1[c:10]([F:17])[cH:11][c:12]([C:13]#[N:14])[cH:15][cH:16]1.[N:28]#[C:29][C:30]([N:31]=[N:32][C:33]([C:34]#[N:35])([CH3:36])[CH3:37])([CH3:38])[CH3:39].[O:20]=[C:21]1[N:22]([Br:27])[C:23](=[O:24])[CH2:25][CH2:26]1>>[Cl:1][c:2]1[cH:3][cH:4][c:5]([CH2:19][Br:27])[c:6]([F:18])[c:7]1[O:8][c:9]1[c:10]([F:17])[cH:11][c:12]([C:13]#[N:14])[cH:15][cH:16]1. The reactants are CC(=O)[O-], CO, Cl, NO, [Na+], COC(=O)c1ccc2c(c1)C(=O)CCC2. Product: COC(=O)c1ccc2c(c1)C(=NO)CCC2. RXN SMILES: [CH3:20][C:21](=[O:22])[O-:23].[CH3:24][OH:25].[ClH:16].[NH2:17][OH:18].[Na+:19].[O:1]=[C:2]1[CH2:3][CH2:4][CH2:5][c:6]2[cH:7][cH:8][c:9]([C:12](=[O:13])[O:14][CH3:15])[cH:10][c:11]21>>[C:2]1(=[N:17][OH:18])[CH2:3][CH2:4][CH2:5][c:6]2[cH:7][cH:8][c:9]([C:12](=[O:13])[O:14][CH3:15])[cH:10][c:11]21. Starting materials: O=C1CCC(=O)N1Br, C1COCCO1, CCOC(C)=O, CC(=O)OCC1OC(n2cnc3cc(Cl)c(Cl)cc32)C(OC(C)=O)C1OC(C)=O. As a reaction SMILES: [Br:30][N:31]1[C:32](=[O:33])[CH2:34][CH2:35][C:36]1=[O:37].[CH2:38]1[O:39][CH2:40][CH2:41][O:42][CH2:43]1.[CH3:44][CH2:45][O:46][C:47](=[O:48])[CH3:49].[Cl:1][c:2]1[cH:3][c:4]2[c:5]([n:6]([CH:9]3[CH:10]([O:11][C:12]([CH3:13])=[O:14])[CH:15]([O:16][C:17]([CH3:18])=[O:19])[CH:20]([CH2:22][O:23][C:24]([CH3:25])=[O:26])[O:21]3)[cH:7][n:8]2)[cH:27][c:28]1[Cl:29]>>[Cl:1][c:2]1[cH:3][c:4]2[c:5]([n:6]([CH:9]3[CH:10]([O:11][C:12]([CH3:13])=[O:14])[CH:15]([O:16][C:17]([CH3:18])=[O:19])[CH:20]([CH2:22][O:23][C:24]([CH3:25])=[O:26])[O:21]3)[c:7]([Br:30])[n:8]2)[cH:27][c:28]1[Cl:29]. Yields the product CC(=O)OCC1OC(n2c(Br)nc3cc(Cl)c(Cl)cc32)C(OC(C)=O)C1OC(C)=O.